Dataset: the Open Reaction Database (ORD), a public repository of structured organic reaction records. Task: describe an organic reaction: reactants, conditions, products, and yield The reactants are C1(=C(C=CC=C1)NC(NC1=CC=C(C=C1)CC(=O)N1CCC2=CC(=CC=C12)C(CC(=O)OCC)C)=O)C (ethyl (R/S) 3-(1-{[4-(3-o-tolyl-ureido)-phenyl]-acetyl}-2,3-dihydro-1H-indol-5-yl)-butyrate), [OH-].[Na+] (sodium hydroxide), CO (methanol). Solvent: O1CCCC1 (tetrahydrofuran). Conditions: time 8 hour. Yields the product C1(=C(C=CC=C1)NC(NC1=CC=C(C=C1)CC(=O)N1CCC2=CC(=CC=C12)C(CC(=O)O)C)=O)C ((R/S) 3-(1-{[4-(3-o-Tolyl-ureido)-phenyl]-acetyl}-2,3-dihydro-1H-indol-5-yl)-butyric Acid). The yield is 79.0%. As a reaction SMILES: [C:1]1([CH3:37])[CH:6]=[CH:5][CH:4]=[CH:3][C:2]=1[NH:7][C:8](=[O:36])[NH:9][C:10]1[CH:15]=[CH:14][C:13]([CH2:16][C:17]([N:19]2[C:27]3[C:22](=[CH:23][C:24]([CH:28]([CH3:35])[CH2:29][C:30]([O:32]CC)=[O:31])=[CH:25][CH:26]=3)[CH2:21][CH2:20]2)=[O:18])=[CH:12][CH:11]=1.[OH-].[Na+].CO>O1CCCC1>[C:1]1([CH3:37])[CH:6]=[CH:5][CH:4]=[CH:3][C:2]=1[NH:7][C:8](=[O:36])[NH:9][C:10]1[CH:11]=[CH:12][C:13]([CH2:16][C:17]([N:19]2[C:27]3[C:22](=[CH:23][C:24]([CH:28]([CH3:35])[CH2:29][C:30]([OH:32])=[O:31])=[CH:25][CH:26]=3)[CH2:21][CH2:20]2)=[O:18])=[CH:14][CH:15]=1 |f:1.2|. Reported procedure: A mixture of ethyl (R/S) 3-(1-{[4-(3-o-tolyl-ureido)-phenyl]-acetyl}-2,3-dihydro-1H-indol-5-yl)-butyrate [0.55 g, Reference Example 4(b)], aqueous sodium hydroxide solution (5.5 ml, 1M), methanol (5.5 ml) and tetrahydrofuran (11 ml) was stirred at room temperature overnight then evaporated to low bulk. The residue was diluted with water and the mixture was acidified by the addition of hydrochloric acid. The precipitate was collected by filtration, washed with water and then dried to give the tit... The reactants are N(CC(=O)O)CC(=O)O (iminodiacetic acid), [OH-].[Na+] (sodium hydroxide), [OH-].[Na+] (sodium hydroxide), OC(C)C(C(=O)[O-])=C (2--(1--hydroxyethyl)propenoate). The solvent is O (water). Conditions: temperature 80 celsius, time 20 hour. Yields the product C(=O)(O)C(CN(CC(=O)O)CC(=O)O)C(C)O ((2--Carboxy--3--hydroxybutyl) iminodiacetic acid). Yield: 49.0%. Reaction SMILES: [NH:1]([CH2:6][C:7]([OH:9])=[O:8])[CH2:2][C:3]([OH:5])=[O:4].[OH-].[Na+].[OH:12][CH:13]([C:15](=[CH2:19])[C:16]([O-:18])=[O:17])[CH3:14]>O>[C:16]([CH:15]([CH:13]([OH:12])[CH3:14])[CH2:19][N:1]([CH2:6][C:7]([OH:9])=[O:8])[CH2:2][C:3]([OH:5])=[O:4])([OH:18])=[O:17] |f:1.2|. Reported procedure: (0.1 mole) of iminodiacetic acid were suspended in 100 ml. of water and neutralized with sodium hydroxide to pH=10-12. 14.4 g (0.1 mole) ethyl----2--(1--hydroxyethyl)propenoate was added and the pH was maintained at 10-12 by further addition of sodium hydroxide. The reaction mixture was stirred at 80°C for 20 hours and then cooled at room temperature and acidified to pH=2. The solvent was distilled under reduced pressure to one-third of the weight of the solution and sodium chloride was filtered...